Dataset: the Open Reaction Database (ORD), a public repository of structured organic reaction records. Task: describe an organic reaction: reactants, conditions, products, and yield Reactants: 19, OC1=CC=C(C(=O)NN)C=C1 (4-hydroxybenzoic acid hydrazide), C(C)OC(CC)(OCC)OCC (1,1,1-triethoxypropane). Yields the product 23, C(C)C1=NN=C(O1)C1=CC=C(C=C1)O (4-(5-ethyl-1,3,4-oxadiazol-2-yl)phenol). Yield: 96.7%. RXN SMILES: [OH:1][C:2]1[CH:11]=[CH:10][C:5]([C:6]([NH:8][NH2:9])=[O:7])=[CH:4][CH:3]=1.C(O[C:15](OCC)(OCC)[CH2:16][CH3:17])C>>[CH2:16]([C:17]1[O:7][C:6]([C:5]2[CH:10]=[CH:11][C:2]([OH:1])=[CH:3][CH:4]=2)=[N:8][N:9]=1)[CH3:15]. Reported procedure: A mixture of 19 parts of 4-hydroxybenzoic acid hydrazide and 89.8 parts of 1,1,1-triethoxypropane was refluxed overnight. After cooling the precipitate was filtered off, washed with petroleumether and dried, yielding 23 parts (96.7%) of 4-(5-ethyl-1,3,4-oxadiazol-2-yl)phenol (interm. 8). Starting materials: ClCCl, CC(C)c1ccccc1, [Cl-], O=S(=O)(O)Cl, [NH4+]. Yields the product CC(C)c1ccc(S(=O)(=O)Cl)cc1. Reaction SMILES: [CH2:17]([Cl:18])[Cl:19].[CH:1]([CH3:2])([CH3:3])[c:4]1[cH:5][cH:6][cH:7][cH:8][cH:9]1.[Cl-:15].[Cl:10][S:11](=[O:12])(=[O:13])[OH:14].[NH4+:16]>>[CH:1]([CH3:2])([CH3:3])[c:4]1[cH:5][cH:6][c:7]([S:11]([Cl:10])(=[O:12])=[O:13])[cH:8][cH:9]1. The reactants are C(C)(C)(C)OC(=O)N1CCN(CC1)C1=C2N(C(N(C2=NC=N1)C1=CN(C(C=C1)=O)C)=O)CC#CC (4-[7-(2-Butynyl)-9-(1-methyl-6-oxo-1,6-dihydro-pyridin-3-yl)-8-oxo-8,9-dihydro-7H-purin-6-yl]piperazine-1-carboxylic acid t-butyl ester), FC(C(=O)O)(F)F (trifluoroacetic acid). Conditions: time 5 minute. Yields the product FC(C(=O)O)(F)F.C(C#CC)N1C(N(C2=NC=NC(=C12)N1CCNCC1)C1=CN(C(C=C1)=O)C)=O (7-(2-Butynyl)-9-(1-methyl-6-oxo-1,6-dihydro-pyridin-3-yl)-6-(piperazin-1-yl)-7,9-dihydropurin-8-one trifluoroacetic acid salt). As a reaction SMILES: C(OC([N:8]1[CH2:13][CH2:12][N:11]([C:14]2[N:22]=[CH:21][N:20]=[C:19]3[C:15]=2[N:16]([CH2:32][C:33]#[C:34][CH3:35])[C:17](=[O:31])[N:18]3[C:23]2[CH:28]=[CH:27][C:26](=[O:29])[N:25]([CH3:30])[CH:24]=2)[CH2:10][CH2:9]1)=O)(C)(C)C.[F:36][C:37]([F:42])([F:41])[C:38]([OH:40])=[O:39]>>[F:36][C:37]([F:42])([F:41])[C:38]([OH:40])=[O:39].[CH2:32]([N:16]1[C:15]2[C:19](=[N:20][CH:21]=[N:22][C:14]=2[N:11]2[CH2:12][CH2:13][NH:8][CH2:9][CH2:10]2)[N:18]([C:23]2[CH:28]=[CH:27][C:26](=[O:29])[N:25]([CH3:30])[CH:24]=2)[C:17]1=[O:31])[C:33]#[C:34][CH3:35] |f:2.3|. Reported procedure: 4-[7-(2-Butynyl)-9-(1-methyl-6-oxo-1,6-dihydro-pyridin-3-yl)-8-oxo-8,9-dihydro-7H-purin-6-yl]piperazine-1-carboxylic acid t-butyl ester (15 mg) was dissolved in trifluoroacetic acid, and this reaction solution was stirred at room temperature for five minutes and then concentrated. The residue was purified by reverse phase high performance liquid chromatography to give the title compound (10.52 mg). Reactants: N\C(=N/O)\N(CCC1=CC=C(OC(C(=O)OCC)(C)C)C=C1)CC1=CC=C(C=C1)C(F)(F)F (ethyl 2-[4-(2-{[(E)-amino(hydroxyimino)methyl][4-(trifluoromethyl)benzyl]amino}ethyl)phenoxy]-2-methylpropanoate), ClC=1C=C(C(=O)Cl)C=CC1 (3-chlorobenzoyl chloride). Yields the product ClC=1C=C(C=CC1)C1=NC(=NO1)N(CCC1=CC=C(OC(C(=O)O)(C)C)C=C1)CC1=CC=C(C=C1)C(F)(F)F (2-[4-(2-{[5-(3-Chlorophenyl)-1,2,4-oxadiazol-3-yl][4-(trifluoromethyl)benzyl]amino}ethyl)phenoxy]-2-methylpropanoic acid). As a reaction SMILES: [NH2:1]/[C:2](/[N:5]([CH2:23][C:24]1[CH:29]=[CH:28][C:27]([C:30]([F:33])([F:32])[F:31])=[CH:26][CH:25]=1)[CH2:6][CH2:7][C:8]1[CH:22]=[CH:21][C:11]([O:12][C:13]([CH3:20])([CH3:19])[C:14]([O:16]CC)=[O:15])=[CH:10][CH:9]=1)=[N:3]\[OH:4].[Cl:34][C:35]1[CH:36]=[C:37]([CH:41]=[CH:42][CH:43]=1)[C:38](Cl)=O>>[Cl:34][C:35]1[CH:36]=[C:37]([C:38]2[O:4][N:3]=[C:2]([N:5]([CH2:23][C:24]3[CH:29]=[CH:28][C:27]([C:30]([F:31])([F:32])[F:33])=[CH:26][CH:25]=3)[CH2:6][CH2:7][C:8]3[CH:22]=[CH:21][C:11]([O:12][C:13]([CH3:19])([CH3:20])[C:14]([OH:16])=[O:15])=[CH:10][CH:9]=3)[N:1]=2)[CH:41]=[CH:42][CH:43]=1. Procedure: Similarly prepared from ethyl 2-[4-(2-{[(E)-amino(hydroxyimino)methyl][4-(trifluoromethyl)benzyl]amino}ethyl)phenoxy]-2-methylpropanoate and 3-chlorobenzoyl chloride. Starting materials: hydrochloride salt, CC1=CC=C(C=C1)S(=O)(=O)OCC1OC2=C(C1)C=C(C=C2C2=C(C(=CC=C2)OC)OC)F ((±)-[7-(2,3-dimethoxyphenyl)-5-fluoro-2,3-dihydro-1-benzofuran-2-yl]methyl 4-methylbenzenesulfonate), CN (methylamine). Product: COC1=C(C=CC=C1OC)C1=CC(=CC=2CC(OC21)CNC)F ((±)-{[7-(2,3-dimethoxyphenyl)-5-fluoro-2,3-dihydro-1-benzofuran-2-yl]methyl}methylamine). Reaction SMILES: CC1C=CC(S(O[CH2:12][CH:13]2[CH2:17][C:16]3[CH:18]=[C:19]([F:32])[CH:20]=[C:21]([C:22]4[CH:27]=[CH:26][CH:25]=[C:24]([O:28][CH3:29])[C:23]=4[O:30][CH3:31])[C:15]=3[O:14]2)(=O)=O)=CC=1.[CH3:33][NH2:34]>>[CH3:31][O:30][C:23]1[C:24]([O:28][CH3:29])=[CH:25][CH:26]=[CH:27][C:22]=1[C:21]1[C:15]2[O:14][CH:13]([CH2:12][NH:34][CH3:33])[CH2:17][C:16]=2[CH:18]=[C:19]([F:32])[CH:20]=1. Procedure details: The title compound was prepared (0.103 g, 74%) following the general procedure of Example 390 as a white solid, hydrochloride salt from (±)-[7-(2,3-dimethoxyphenyl)-5-fluoro-2,3-dihydro-1-benzofuran-2-yl]methyl 4-methylbenzenesulfonate (0.18 g, 0.39 mmol) and methylamine (0.139 g, 3.9 mmol). mp 85-89° C. Starting materials: N(=NC(=O)OCC)C(=O)OCC (diethyl azodicarboxylate), N1C(C2(C3=CC=CC=C13)COC=1C2=CC2=C(OCO2)C1)=O (spiro[furo[2,3-f][1,3]benzodioxole-7,3′-indol]-2′(1′H)-one), C(C)(C)N1C(=C(C=C1C)CO)C ((1-isopropyl-2,5-dimethyl-1H-pyrrol-3-yl)methanol), C(CCC)P(CCCC)CCCC (tributylphosphine). Run in O1CCCC1 (tetrahydrofuran). Conditions: temperature 0 celsius, time 16 hour. Yields the product CC=1N(C(=CC1CN1C(C2(C3=CC=CC=C13)COC=1C2=CC2=C(OCO2)C1)=O)C)C(C)C (1′-{[2,5-dimethyl-1-(1-methylethyl)-1H-pyrrol-3-yl]methyl}spiro[furo[2,3-f][1,3]benzodioxole-7,3′-indol]-2′(1′H)-one). Isolated yield 24.8%. As a reaction SMILES: [NH:1]1[C:9]2[C:4](=[CH:5][CH:6]=[CH:7][CH:8]=2)[C:3]2([C:13]3=[CH:14][C:15]4[O:19][CH2:18][O:17][C:16]=4[CH:20]=[C:12]3[O:11][CH2:10]2)[C:2]1=[O:21].[CH:22]([N:25]1[C:29]([CH3:30])=[CH:28][C:27]([CH2:31]O)=[C:26]1[CH3:33])([CH3:24])[CH3:23].C(P(CCCC)CCCC)CCC.N(C(OCC)=O)=NC(OCC)=O>O1CCCC1>[CH3:33][C:26]1[N:25]([CH:22]([CH3:24])[CH3:23])[C:29]([CH3:30])=[CH:28][C:27]=1[CH2:31][N:1]1[C:9]2[C:4](=[CH:5][CH:6]=[CH:7][CH:8]=2)[C:3]2([C:13]3=[CH:14][C:15]4[O:19][CH2:18][O:17][C:16]=4[CH:20]=[C:12]3[O:11][CH2:10]2)[C:2]1=[O:21]. Procedure details: To a stirred solution of spiro[furo[2,3-f][1,3]benzodioxole-7,3′-indol]-2′(1′H)-one (0.84 g, 3.0 mmol) and (1-isopropyl-2,5-dimethyl-1H-pyrrol-3-yl)methanol (0.50 g, 3.0 mmol) in anhydrous tetrahydrofuran (15 mL) was added dropwise tributylphosphine (0.90 g, 1.5 mmol). The solution was cooled to 0° C. and diethyl azodicarboxylate (0.78 g, 4.5 mmol) was added. The solution was stirred at ambient temperature for 16 h then quenched with saturated ammonium chloride (50 mL). The aqueous solution was ...